This data is from the Open Reaction Database (ORD), a public repository of structured organic reaction records. The task is: describe an organic reaction: reactants, conditions, products, and yield Reactants: C=O, CO, ClCCl, CCOC(=O)c1cn2c(-c3cccs3)cnc(N3CCNCC3)c2n1. The product is CCOC(=O)c1cn2c(-c3cccs3)cnc(N3CCN(C)CC3)c2n1. Reaction SMILES: [CH2:28]=[O:29].[CH3:26][OH:27].[Cl:30][CH2:31][Cl:32].[N:1]1([c:7]2[c:8]3[n:9]([c:10](-[c:13]4[s:14][cH:15][cH:16][cH:17]4)[cH:11][n:12]2)[cH:18][c:19]([C:21](=[O:22])[O:23][CH2:24][CH3:25])[n:20]3)[CH2:2][CH2:3][NH:4][CH2:5][CH2:6]1>>[N:1]1([c:7]2[c:8]3[n:9]([c:10](-[c:13]4[s:14][cH:15][cH:16][cH:17]4)[cH:11][n:12]2)[cH:18][c:19]([C:21](=[O:22])[O:23][CH2:24][CH3:25])[n:20]3)[CH2:2][CH2:3][N:4]([CH3:26])[CH2:5][CH2:6]1. The reactants are C(C)(=O)N1CCC(CC1)C(=O)O (1-acetyl-piperidine-4-carboxylic acid), C(CCl)Cl (EDC), C=1C=CC2=C(C1)N=NN2O (HOBt), TEA, N1C=CC=2NCCCCC21 (1,4,5,6,7,8-hexahydro-pyrrolo[3,2-b]azepine). The solvent is C(Cl)Cl (DCM), C(Cl)Cl (DCM). Conditions: time 2 day. Product: N1C=CC=2N(CCCCC21)C(=O)C2CCN(CC2)C(C)=O (1-[4-(5,6,7,8-tetrahydro-1H-pyrrolo[3,2-b]azepine-4-carbonyl)-piperidin-1-yl]-ethanone). The yield is 95.0%. Reaction SMILES: [C:1]([N:4]1[CH2:9][CH2:8][CH:7]([C:10]([OH:12])=O)[CH2:6][CH2:5]1)(=[O:3])[CH3:2].C(Cl)CCl.C1C=CC2N(O)N=NC=2C=1.[NH:27]1[C:36]2[CH2:35][CH2:34][CH2:33][CH2:32][NH:31][C:30]=2[CH:29]=[CH:28]1>C(Cl)Cl>[NH:27]1[C:36]2[CH2:35][CH2:34][CH2:33][CH2:32][N:31]([C:10]([CH:7]3[CH2:6][CH2:5][N:4]([C:1](=[O:3])[CH3:2])[CH2:9][CH2:8]3)=[O:12])[C:30]=2[CH:29]=[CH:28]1. Procedure details: To a mixture of 1-acetyl-piperidine-4-carboxylic acid (822 mg, 4.8 mmol, 1.2 eq.), EDC (920 mg, 1.2 eq.), HOBt (648 mg, 1.2 eq.) in DCM (15 mL) was added TEA (1.3 mL, 2 eq.) and 1,4,5,6,7,8-hexahydro-pyrrolo[3,2-b]azepine (550 mg, 4 mmol). The mixture was stirred at rt for 2 days. The reaction was diluted with DCM, washed with water, sat. NaHCO3, brine, dried and concentrated. The residue was purified on a silica gel column to give 1.1 g of 1-[4-(5,6,7,8-tetrahydro-1H-pyrrolo[3,2-b]azepine-4-car... Starting materials: C1(=C(C=CC=C1)C(=O)N1CC2CNCC2C1)C1=CC=CC=C1 (Biphenyl-2-yl-(hexahydro-pyrrolo[3,4-c]pyrrol-2-yl)-methanone), ClC=1SC2=C(N1)C=CC(=C2)OC (2-chloro-6-methoxy-benzothiazole). The product is C1(=C(C=CC=C1)C(=O)N1CC2CN(CC2C1)C=1SC2=C(N1)C=CC(=C2)OC)C2=CC=CC=C2 (Biphenyl-2-yl-[5-(6-methoxy-benzothiazol-2-yl)-hexahydro-pyrrolo[3,4-c]pyrrol-2-yl]-methanone). Reaction SMILES: [C:1]1([C:17]2[CH:22]=[CH:21][CH:20]=[CH:19][CH:18]=2)[CH:6]=[CH:5][CH:4]=[CH:3][C:2]=1[C:7]([N:9]1[CH2:16][CH:15]2[CH:11]([CH2:12][NH:13][CH2:14]2)[CH2:10]1)=[O:8].Cl[C:24]1[S:25][C:26]2[CH:32]=[C:31]([O:33][CH3:34])[CH:30]=[CH:29][C:27]=2[N:28]=1>>[C:1]1([C:17]2[CH:22]=[CH:21][CH:20]=[CH:19][CH:18]=2)[CH:6]=[CH:5][CH:4]=[CH:3][C:2]=1[C:7]([N:9]1[CH2:10][CH:11]2[CH:15]([CH2:14][N:13]([C:24]3[S:25][C:26]4[CH:32]=[C:31]([O:33][CH3:34])[CH:30]=[CH:29][C:27]=4[N:28]=3)[CH2:12]2)[CH2:16]1)=[O:8]. Procedure details: The title compound was prepared in a manner analogous to Example 15 utilizing Intermediate 17 and 2-chloro-6-methoxy-benzothiazole. MS (ESI): mass calculated for C27H25N3O2S, 455.57; m/z found 456.2 [M+H]+. The reactants are solution, [F-].C(CCC)[N+](CCCC)(CCCC)CCCC (tetrabutylammonium fluoride), C(C)(C)(C)OC(=O)N1N=C(C=C1C)N(C1=NN(C(C2=CC(=CC=C12)C(O[SiH2]C(C)(C)C)(C)C)=O)C(C)C)C(=O)OC(C)(C)C (3-{tert-Butoxycarbonyl-[6-(tert-butyl-dimethyl-silanyloxymethyl)-3-isopropyl-4-oxo-3,4-dihydro-phthalazin-1-yl]-amino}-5-methyl-pyrazole-1-carboxylic acid tert-butyl ester). The solvent is O1CCCC1 (THF), O1CCCC1 (tetrahydrofuran). Conditions: time 24 hour. Yields the product C(C)(C)(C)OC(=O)N1N=C(C=C1C)N(C1=NN(C(C2=CC(=CC=C12)CO)=O)C(C)C)C(=O)OC(C)(C)C (3-[tert-Butoxycarbonyl-(6-hydroxymethyl-3-isopropyl-4-oxo-3,4-dihydro-phthalazin-1-yl)-amino]-5-methyl-pyrazole-1-carboxylic acid tert-butyl ester). Isolated yield 60.7%. As a reaction SMILES: [C:1]([O:5][C:6]([N:8]1[C:12]([CH3:13])=[CH:11][C:10]([N:14]([C:38]([O:40][C:41]([CH3:44])([CH3:43])[CH3:42])=[O:39])[C:15]2[C:24]3[C:19](=[CH:20][C:21]([C:25](C)(C)[O:26][SiH2]C(C)(C)C)=[CH:22][CH:23]=3)[C:18](=[O:34])[N:17]([CH:35]([CH3:37])[CH3:36])[N:16]=2)=[N:9]1)=[O:7])([CH3:4])([CH3:3])[CH3:2].[F-].C([N+](CCCC)(CCCC)CCCC)CCC>O1CCCC1>[C:1]([O:5][C:6]([N:8]1[C:12]([CH3:13])=[CH:11][C:10]([N:14]([C:38]([O:40][C:41]([CH3:43])([CH3:42])[CH3:44])=[O:39])[C:15]2[C:24]3[C:19](=[CH:20][C:21]([CH2:25][OH:26])=[CH:22][CH:23]=3)[C:18](=[O:34])[N:17]([CH:35]([CH3:36])[CH3:37])[N:16]=2)=[N:9]1)=[O:7])([CH3:4])([CH3:2])[CH3:3] |f:1.2|. Reported procedure: 3-{tert-Butoxycarbonyl-[6-(tert-butyl-dimethyl-silanyloxymethyl)-3-isopropyl-4-oxo-3,4-dihydro-phthalazin-1-yl]-amino}-5-methyl-pyrazole-1-carboxylic acid tert-butyl ester (0.78, 1.25 mmol) was dissolved in tetrahydrofuran (THF) (3 ml), to this was added a 1M solution of tetrabutylammonium fluoride (TBAF) in THF (1.87 ml, 1.87 mmol) and the mixture was stirred at room temperature for 24 hours. After this time the reaction mixture was concentrated under vacuum and the residue was purified by flas...